From a dataset of the Open Reaction Database (ORD), a public repository of structured organic reaction records. describe an organic reaction: reactants, conditions, products, and yield The reactants are O(C1=CC=CC=C1)C(=S)OCC=1N=CN(N1)CCCOC1=C(C=C(C=C1C)C=1N=NN(N1)C)C (5-phenoxythiocarbonyloxymethyl-2-[3-[4-(2-methyl-tetrazol-5-yl)-2,6-dimethylphenoxy]-propyl]-1,2,4-triazole), CC(C)(C#N)N=NC(C)(C)C#N (AIBN), C(CCC)[SnH](CCCC)CCCC (tributyltin hydride). The solvent is C1(=CC=CC=C1)C (toluene). Conditions: temperature 75 celsius, time 6.5 hour. The product is CC=1N=CN(N1)CCCOC1=C(C=C(C=C1C)C=1N=NN(N1)C)C (5-methyl-2-[3-[4-(2-methyl-tetrazol-5-yl)-2,6-dimethylphenoxy]-propyl]-1,2,4-triazole). The yield is 54.9%. Reaction SMILES: O(C(O[CH2:11][C:12]1[N:13]=[CH:14][N:15]([CH2:17][CH2:18][CH2:19][O:20][C:21]2[C:26]([CH3:27])=[CH:25][C:24]([C:28]3[N:29]=[N:30][N:31]([CH3:33])[N:32]=3)=[CH:23][C:22]=2[CH3:34])[N:16]=1)=S)C1C=CC=CC=1.CC(N=NC(C#N)(C)C)(C#N)C.C([SnH](CCCC)CCCC)CCC>C1(C)C=CC=CC=1>[CH3:11][C:12]1[N:13]=[CH:14][N:15]([CH2:17][CH2:18][CH2:19][O:20][C:21]2[C:22]([CH3:34])=[CH:23][C:24]([C:28]3[N:29]=[N:30][N:31]([CH3:33])[N:32]=3)=[CH:25][C:26]=2[CH3:27])[N:16]=1. Reported procedure: To a solution of 5-phenoxythiocarbonyloxymethyl-2-[3-[4-(2-methyl-tetrazol-5-yl)-2,6-dimethylphenoxy]-propyl]-1,2,4-triazole (130 mg, 0.79 mmol) in 20 ml of toluene was added AIBN (130 mg, 0.79 mmol) and tributyltin hydride (3.2 g, 11 mmol) and the mixture was stirred at 75° C. for 6.5 h. The solvent was concentrated in vacuo and the residue was purified by silica column chromatography (10 cm column, ethyl acetate/hexane, 1/1-5/1; methylene chloride/acetone, 4/1-0/1) to afford 142 mg (43%) of 5-...